Dataset: the Open Reaction Database (ORD), a public repository of structured organic reaction records. Task: describe an organic reaction: reactants, conditions, products, and yield Run in C(C)O (ethanol), [H][H] (hydrogen). Reaction SMILES: [CH3:1][O:2][C:3]1[CH:4]=[C:5]([C:12]2[NH:13][C:14]([CH2:17][C:18]([O:20][CH2:21][CH3:22])=[O:19])=[N:15][N:16]=2)[CH:6]=[CH:7][C:8]=1[N+:9]([O-])=O>C(O)C.[H][H].[Pd]>[NH2:9][C:8]1[CH:7]=[CH:6][C:5]([C:12]2[NH:13][C:14]([CH2:17][C:18]([O:20][CH2:21][CH3:22])=[O:19])=[N:15][N:16]=2)=[CH:4][C:3]=1[O:2][CH3:1]. Product: NC1=C(C=C(C=C1)C=1NC(=NN1)CC(=O)OCC)OC (ethyl [5-(4-amino-3-methoxyphenyl)-4H-[1,2,4]triazol-3-yl]acetate). Procedure: 50 mg of Pd/C were added to the solution of 200 mg of ethyl [5-(3-methoxy-4-nitrophenyl)-4H-[1,2,4]triazol-3-yl]acetate in 100 ml of ethanol and hydrogen was introduced into the mixture at room temperature until the theoretical amount had been taken up. The catalyst was then removed by filtration and the filtrate was concentrated. Starting materials: COC=1C=C(C=CC1[N+](=O)[O-])C=1NC(=NN1)CC(=O)OCC (ethyl [5-(3-methoxy-4-nitrophenyl)-4H-[1,2,4]triazol-3-yl]acetate). The reagents and catalysts are [Pd] (Pd/C). Starting materials: C=CCC(CCOCc1ccccc1)O[Si](CC)(CC)CC, C[N+]1([O-])CCOCC1, [O-][I+3]([O-])([O-])[O-], [Na+], C1CCOC1, O. As a reaction SMILES: [CH2:1]([CH3:2])[Si:3]([O:4][CH:5]([CH2:6][CH:7]=[CH2:8])[CH2:9][CH2:10][O:11][CH2:12][c:13]1[cH:14][cH:15][cH:16][cH:17][cH:18]1)([CH2:19][CH3:20])[CH2:21][CH3:22].[CH3:23][N+:24]1([O-:25])[CH2:26][CH2:28][O:27][CH2:29][CH2:30]1.[I+3:32]([O-:33])([O-:34])([O-:35])[O-:36].[Na+:37].[O:38]1[CH2:39][CH2:40][CH2:41][CH2:42]1.[OH2:31]>>[CH2:1]([CH3:2])[Si:3]([O:4][CH:5]([CH2:6][CH:7]=[O:27])[CH2:9][CH2:10][O:11][CH2:12][c:13]1[cH:14][cH:15][cH:16][cH:17][cH:18]1)([CH2:19][CH3:20])[CH2:21][CH3:22]. Product: CC[Si](CC)(CC)OC(CC=O)CCOCc1ccccc1.